Dataset: the Open Reaction Database (ORD), a public repository of structured organic reaction records. Task: describe an organic reaction: reactants, conditions, products, and yield The reactants are CCN(CC)CCC(=O)Cl, C1CCOC1, CCCC1=NNC(=O)C1=C1C=C(Sc2ccc(N)cc2)c2ccccc2N1. Yields the product CCCC1=NNC(=O)C1=C1C=C(Sc2ccc(NC(=O)CCN(CC)CC)cc2)c2ccccc2N1. RXN SMILES: [CH2:28]([CH3:29])[N:30]([CH2:31][CH2:32][C:33](=[O:34])[Cl:35])[CH2:36][CH3:37].[CH2:38]1[O:39][CH2:40][CH2:41][CH2:42]1.[NH2:1][c:2]1[cH:3][cH:4][c:5]([S:8][C:9]2=[CH:10][C:11](=[C:19]3[C:20]([CH2:25][CH2:26][CH3:27])=[N:21][NH:22][C:23]3=[O:24])[NH:12][c:13]3[cH:14][cH:15][cH:16][cH:17][c:18]32)[cH:6][cH:7]1>>[NH:1]([c:2]1[cH:3][cH:4][c:5]([S:8][C:9]2=[CH:10][C:11](=[C:19]3[C:20]([CH2:25][CH2:26][CH3:27])=[N:21][NH:22][C:23]3=[O:24])[NH:12][c:13]3[cH:14][cH:15][cH:16][cH:17][c:18]32)[cH:6][cH:7]1)[C:33]([CH2:32][CH2:31][N:30]([CH2:28][CH3:29])[CH2:36][CH3:37])=[O:34]. Starting materials: C1CCOC1, CC(C)C[AlH]CC(C)C, [Cl-], COC(=O)c1ccc(NC(=O)c2nnn(Cc3ccc(Cl)c(Cl)c3)c2C)c(OC)c1, Cl, [NH4+], O. Yields the product COc1cc(CO)ccc1NC(=O)c1nnn(Cc2ccc(Cl)c(Cl)c2)c1C. As a reaction SMILES: [CH2:43]1[O:44][CH2:45][CH2:46][CH2:47]1.[CH3:31][CH:32]([CH2:33][AlH:34][CH2:35][CH:36]([CH3:37])[CH3:38])[CH3:39].[Cl-:40].[Cl:1][c:2]1[cH:3][c:4]([CH2:9][n:10]2[n:11][n:12][c:13]([C:16](=[O:17])[NH:18][c:19]3[c:20]([O:29][CH3:30])[cH:21][c:22]([C:23](=[O:24])[O:25][CH3:26])[cH:27][cH:28]3)[c:14]2[CH3:15])[cH:5][cH:6][c:7]1[Cl:8].[ClH:42].[NH4+:41].[OH2:48]>>[Cl:1][c:2]1[cH:3][c:4]([CH2:9][n:10]2[n:11][n:12][c:13]([C:16](=[O:17])[NH:18][c:19]3[c:20]([O:29][CH3:30])[cH:21][c:22]([CH2:23][OH:24])[cH:27][cH:28]3)[c:14]2[CH3:15])[cH:5][cH:6][c:7]1[Cl:8]. Reactants: C(C)(C)(C)OC(=O)N1CCN(CCC1)CCF (1-tert-butoxycarbonyl-4-(2-fluoroethyl)homopiperazine), Cl (hydrochloric acid). Run in O1CCCC1 (tetrahydrofuran). Conditions: time 2 hour. Yields the product Cl.Cl.FCCN1CCNCCC1 (1-(2-fluoroethyl)homopiperazine dihydrochloride). Isolated yield 97.0%. RXN SMILES: C(OC([N:8]1[CH2:14][CH2:13][CH2:12][N:11]([CH2:15][CH2:16][F:17])[CH2:10][CH2:9]1)=O)(C)(C)C.[ClH:18]>O1CCCC1>[ClH:18].[ClH:18].[F:17][CH2:16][CH2:15][N:11]1[CH2:12][CH2:13][CH2:14][NH:8][CH2:9][CH2:10]1 |f:3.4.5|. Procedure details: A mixture of 1-tert-butoxycarbonyl-4-(2-fluoroethyl)homopiperazine (550 mg, 2.23 mmol) in 10% aqueous hydrochloric acid (2 mL) and tetrahydrofuran (4 mL) was stirred at room temperature for 2 h, and the reaction mixture was evaporated to dryness under vacuum. Resulting residue was triturated from Et2O/MeOH to afford the titled compound (475 mg, 97%) as a white solid. Starting materials: C([O-])(O)=O.[Na+] (sodium bicarbonate), 4, Cl (hydrochloric acid), C1OC23[C@]4(C)[C@@H](CC2(OCCO3)OC1)[C@@H]1CC=C3CCCC[C@@H]3[C@H]1[C@H](C4)C4=CC=C(C=C4)OC (17,17-bis-(ethylenedioxy)-11β-(4-methoxyphenyl)-5-estrene). The solvent is CC(=O)C (acetone). Reaction conditions: temperature 40 celsius, time 1 hour. Yields the product COC1=CC=C(C=C1)[C@@H]1[C@@H]2[C@H]3CCC(C=C3CC[C@H]2[C@@H]2CCC([C@@]2(C)C1)=O)=O (11β-(4-methoxyphenyl)-4-estrene-3,17-dione). As a reaction SMILES: C1CO[C:8]23OCCO[C:3]2([C@:4]2([CH2:26][C@H:25]([C:27]4[CH:32]=[CH:31][C:30]([O:33][CH3:34])=[CH:29][CH:28]=4)[C@H:24]4[C@@H:15]([CH2:16][CH:17]=[C:18]5[C@@H:23]4[CH2:22][CH2:21][CH2:20][CH2:19]5)[C@@H:6]2[CH2:7]3)[CH3:5])[O:2]1.Cl.C(=O)(O)[O-:37].[Na+]>CC(C)=O>[CH3:34][O:33][C:30]1[CH:31]=[CH:32][C:27]([C@H:25]2[CH2:26][C@@:4]3([CH3:5])[C@@H:6]([CH2:7][CH2:8][C:3]3=[O:2])[C@H:15]3[C@H:24]2[C@@H:23]2[C:18]([CH2:17][CH2:16]3)=[CH:19][C:20](=[O:37])[CH2:21][CH2:22]2)=[CH:28][CH:29]=1 |f:2.3|. Procedure: 17,17-bis-(ethylenedioxy)-11β-(4-methoxyphenyl)-5-estrene is dissolved in 50 ml of acetone and mixed under protective gas with 2.5 ml of 4 n aqueous hydrochloric acid. After three hours of stirring at room temperature and one hour at 40° C., the reaction mixture is poured on cold saturated sodium bicarbonate solution and the aqueous phase is extracted several times with methylene chloride. The combined organic phases are dried on sodium sulfate and concentrated by evaporation in a vacuum. The re... The reactants are ClC1=C2NC(C(NC2=CC(=C1)Cl)=O)=O (5,7-Dichloro-1,4-dihydroquinoxaline-2,3-dione), NOS(=O)(=O)O (NH2OSO3H). The solvent is [OH-].[K+] (KOH), O (water). Run at temperature 60 celsius, time 15 minute. The product is NN1C(C(NC2=C(C=C(C=C12)Cl)Cl)=O)=O (1-amino-5,7-dichloro-1,4-dihydro-2,3-quinoxalinedione). Isolated yield 68.6%. Reaction SMILES: [Cl:1][C:2]1[CH:11]=[C:10]([Cl:12])[CH:9]=[C:8]2[C:3]=1[NH:4][C:5](=[O:14])[C:6](=[O:13])[NH:7]2.[NH2:15]OS(O)(=O)=O>[OH-].[K+].O>[NH2:15][N:7]1[C:8]2[C:3](=[C:2]([Cl:1])[CH:11]=[C:10]([Cl:12])[CH:9]=2)[NH:4][C:5](=[O:14])[C:6]1=[O:13] |f:2.3|. Procedure details: The procedure of Wallace, R. G., Org. Prep. Proc. Int. 14: 269 (1982) was adapted. 5,7-Dichloro-1,4-dihydroquinoxaline-2,3-dione (52 mg, 0.225 mmole) was dissolved in 3N KOH (1 mL) at 60° C. for 0.5 h, and NH2OSO3H (30 mg, 0.265 mmole, Aldrich) in distilled water (0.5 mL) was dropwise added into above solution with stirring at 60° C. Some precipitate came out after 15 mins. The mixture was stirred at room temperature overnight. The white precipitate was collected by filtration, washed with cold ... Reactants: C1CCOC1, Cl, [Li+], COC(=O)C(CC(=O)N1CCC(N2Cc3cc(O)ccc3NC2=O)CC1)Cc1cc(Cl)c(N)c(C(F)(F)F)c1, [OH-], O. Product: Nc1c(Cl)cc(CC(CC(=O)N2CCC(N3Cc4cc(O)ccc4NC3=O)CC2)C(=O)O)cc1C(F)(F)F. As a reaction SMILES: [CH2:44]1[O:45][CH2:46][CH2:47][CH2:48]1.[ClH:42].[Li+:2].[NH2:3][c:4]1[c:5]([Cl:41])[cH:6][c:7]([CH2:8][CH:9]([C:10](=[O:11])[O:12][CH3:13])[CH2:14][C:15](=[O:16])[N:17]2[CH2:18][CH2:19][CH:20]([N:23]3[C:24](=[O:34])[NH:25][c:26]4[cH:27][cH:28][c:29]([OH:33])[cH:30][c:31]4[CH2:32]3)[CH2:21][CH2:22]2)[cH:35][c:36]1[C:37]([F:38])([F:39])[F:40].[OH-:1].[OH2:43]>>[NH2:3][c:4]1[c:5]([Cl:41])[cH:6][c:7]([CH2:8][CH:9]([C:10](=[O:11])[OH:12])[CH2:14][C:15](=[O:16])[N:17]2[CH2:18][CH2:19][CH:20]([N:23]3[C:24](=[O:34])[NH:25][c:26]4[cH:27][cH:28][c:29]([OH:33])[cH:30][c:31]4[CH2:32]3)[CH2:21][CH2:22]2)[cH:35][c:36]1[C:37]([F:38])([F:39])[F:40].